This data is from the Open Reaction Database (ORD), a public repository of structured organic reaction records. The task is: describe an organic reaction: reactants, conditions, products, and yield Product: C=C1C2CC3CC(CC1C3)C2 (2-methyleneadamantane). Solvent: crude product, C1(=CC=CC=C1)C (Toluene). Conditions: time 3 hour. RXN SMILES: S([O-])([O-])(=O)=O.[Mg+2].C(O[C:13]1([CH3:23])[CH:20]2[CH2:21][CH:16]3[CH2:17][CH:18]([CH2:22][CH:14]1[CH2:15]3)[CH2:19]2)(=O)C(C)=C>C1(C)C=CC=CC=1>[CH2:23]=[C:13]1[CH:14]2[CH2:22][CH:18]3[CH2:17][CH:16]([CH2:21][CH:20]1[CH2:19]3)[CH2:15]2 |f:0.1|. Starting materials: S(=O)(=O)([O-])[O-].[Mg+2] (magnesium sulfate), C(C(=C)C)(=O)OC1(C2CC3CC(CC1C3)C2)C (2-methyl-2-adamantyl methacrylate). Reported procedure: A reaction was conducted at a refluxing temperature for 3 hours using no magnesium sulfate but using a Dean-Stark dehydrating apparatus. Toluene was used as a solvent. The other operating conditions were the same as in Example 16, and a reaction, a post-treatment, etc. were conducted. 1.0 g of a crude product was obtained. However, the purity of 2-methyl-2-adamantyl methacrylate in the crude product was 15% and 2-methyleneadamantane was formed by 80%. The reactants are Cl (hydrochloric acid), CC1=C(C(=CC(=C1)[N+](=O)[O-])C)NC(C)=O (N-(2,6-dimethyl-4-nitro-phenyl)-acetamide), C([O-])([O-])=O.[Na+].[Na+] (sodium carbonate). The solvent is O (water). Run at temperature 140 celsius. The product is CC1=C(C(=CC(=C1)[N+](=O)[O-])C)N (2,6-Dimethyl-4-nitro-phenylamine). The yield is 97.5%. Reaction SMILES: Cl.[CH3:2][C:3]1[CH:8]=[C:7]([N+:9]([O-:11])=[O:10])[CH:6]=[C:5]([CH3:12])[C:4]=1[NH:13]C(=O)C.C(=O)([O-])[O-].[Na+].[Na+]>O>[CH3:2][C:3]1[CH:8]=[C:7]([N+:9]([O-:11])=[O:10])[CH:6]=[C:5]([CH3:12])[C:4]=1[NH2:13] |f:2.3.4|. Reported procedure: Concentrated hydrochloric acid (17.5 mL) was added to N-(2,6-dimethyl-4-nitro-phenyl)-acetamide (5.05 g) and heated to 140° C. for 30 minutes in a sealed microwave process vial. The reaction mixture was neutralized with solid sodium carbonate in water and the precipitated product was collected by filtration and washed with water (100 mL) to furnish 3.93 g (97% yield) of the title compound as a yellow solid. 1H NMR (500 MHz, DMSO-d6): 2.15 (s, 6H), 6.15 (b, 2H), 7.79 (s, 2H). The reactants are ClC1=NC=C(C=C1)C(=O)NC=1SC(=C(N1)C=1OC=CC1)C(C1=CC=CC=C1)=O (2-Chloro-N-[5-benzoyl-4-(2-furyl)thiazol-2-yl]pyridine-5-carboxamide), O (Water). Solvent: N1CCOCC1 (morpholine). Reaction conditions: temperature 80 celsius, time 1 hour. Product: C(C1=CC=CC=C1)(=O)C1=C(N=C(S1)NC(=O)C=1C=CC(=NC1)N1CCOCC1)C=1OC=CC1 (N-[5-Benzoyl-4-(2-furyl)thiazol-2-yl]-2-morpholino-5-pyridinecarboxamide). The yield is 72.0%. Reaction SMILES: Cl[C:2]1[CH:7]=[CH:6][C:5]([C:8]([NH:10][C:11]2[S:12][C:13]([C:21](=[O:28])[C:22]3[CH:27]=[CH:26][CH:25]=[CH:24][CH:23]=3)=[C:14]([C:16]3[O:17][CH:18]=[CH:19][CH:20]=3)[N:15]=2)=[O:9])=[CH:4][N:3]=1.[OH2:29]>N1CCOCC1>[C:21]([C:13]1[S:12][C:11]([NH:10][C:8]([C:5]2[CH:6]=[CH:7][C:2]([N:3]3[CH2:4][CH2:5][O:29][CH2:7][CH2:2]3)=[N:3][CH:4]=2)=[O:9])=[N:15][C:14]=1[C:16]1[O:17][CH:18]=[CH:19][CH:20]=1)(=[O:28])[C:22]1[CH:27]=[CH:26][CH:25]=[CH:24][CH:23]=1. Procedure: Compound 147 (100 mg, 0.244 mmol) was dissolved in morpholine (1 mL), followed by stirring at 80° C. for 1 hour. Water was added to the reaction system, followed by extraction with ethyl acetate. The organic layer was washed with a saturated aqueous solution of sodium chloride and dried over anhydrous magnesium sulfate, and then the solvent was distilled away under reduced pressure. The resulting residue was purified through silica gel column chromatography (hexane:ethyl acetate=1:1) to afford t...